This data is from the Open Reaction Database (ORD), a public repository of structured organic reaction records. The task is: describe an organic reaction: reactants, conditions, products, and yield Reactants: C1CO1, C1CCOC1, CCCc1ccco1, [Li]CCCC. Yields the product CCCc1ccc(CCO)o1. Reaction SMILES: [CH2:14]1[CH2:15][O:16]1.[CH2:17]1[O:18][CH2:19][CH2:20][CH2:21]1.[CH2:1]([CH2:2][CH3:3])[c:4]1[o:5][cH:6][cH:7][cH:8]1.[CH3:9][CH2:10][CH2:11][CH2:12][Li:13]>>[CH2:1]([CH2:2][CH3:3])[c:4]1[o:5][c:6]([CH2:14][CH2:15][OH:16])[cH:7][cH:8]1. The reactants are CC(=O)Nc1ccc(Sc2c(NCC=Cc3ccccc3)cc(C(=O)O)cc2S(N)(=O)=O)cc1, [Na+], [OH-]. Yields the product Nc1ccc(Sc2c(NCC=Cc3ccccc3)cc(C(=O)O)cc2S(N)(=O)=O)cc1. As a reaction SMILES: [C:1](=[O:2])([CH3:3])[NH:4][c:5]1[cH:6][cH:7][c:8]([S:11][c:12]2[c:13]([NH:25][CH2:26][CH:27]=[CH:28][c:29]3[cH:30][cH:31][cH:32][cH:33][cH:34]3)[cH:14][c:15]([C:16](=[O:17])[OH:18])[cH:19][c:20]2[S:21]([NH2:22])(=[O:23])=[O:24])[cH:9][cH:10]1.[Na+:36].[OH-:35]>>[NH2:4][c:5]1[cH:6][cH:7][c:8]([S:11][c:12]2[c:13]([NH:25][CH2:26][CH:27]=[CH:28][c:29]3[cH:30][cH:31][cH:32][cH:33][cH:34]3)[cH:14][c:15]([C:16](=[O:17])[OH:18])[cH:19][c:20]2[S:21]([NH2:22])(=[O:23])=[O:24])[cH:9][cH:10]1. The reactants are N1(CCOCC1)CC[C@H](CSC1=CC=CC=C1)NC1=C(C=C(C=C1)S(=O)(=O)N)S(=O)(=O)C(F)(F)F (4-(((1R)-3-morpholin-4-yl-1-((phenylthio)methyl)propyl)amino)-3-((trifluoromethyl)sulfonyl)benzenesulfonamide), FC1=C(C=CC=C1)S(=O)(=O)Cl (2-fluorobenzenesulfonyl chloride), [F-].C(CCC)[N+](CCCC)(CCCC)CCCC (TBAF). Yields the product FC1=C(C=CC=C1)S(=O)(=O)F (2-fluorobenzenesulfonyl fluoride). Reaction SMILES: N1(CC[C@@H](NC2C=CC(S(N)(=O)=O)=CC=2S(C(F)(F)[F:33])(=O)=O)CSC2C=CC=CC=2)CCOCC1.[F:36][C:37]1[CH:42]=[CH:41][CH:40]=[CH:39][C:38]=1[S:43](Cl)(=[O:45])=[O:44].[F-].C([N+](CCCC)(CCCC)CCCC)CCC>>[F:36][C:37]1[CH:42]=[CH:41][CH:40]=[CH:39][C:38]=1[S:43]([F:33])(=[O:45])=[O:44] |f:2.3|. Procedure details: Scheme 2 shows two routes used to make 4-(((1R)-3-morpholin-4-yl-1-((phenylthio)methyl)propyl)amino)-3-((trifluoromethyl)sulfonyl)benzenesulfonamide (17). One route involves reacting commercially available 2-fluorobenzenesulfonyl chloride (11) with TBAF (tetra-n-butylammonium fluoride) to provide 2-fluorobenzenesulfonyl fluoride (12). The reaction is typically performed below room temperature in a solvent such as but not limited to tetrahydrofuran. 2-Fluorobenzenesulfonyl fluoride (12) can be co... Reactants: C(C)OC(=O)C1(C(C=2N(C=3C=CC=CC3C2)C1)=O)CC(=O)OCC (ethyl 2-(ethoxy-carbonyl)-2,3-dihydro-1-oxo-1H-pyrrolo[1,2-a]indole-2-acetate), C(=O)[O-].[NH4+] (ammonium formate). The reagents and catalysts are [Pd] (palladium-on-charcoal). The solvent is CO (methanol). Product: C(C)OC(=O)C1(C(C=2N(C=3C=CC=CC3C2)C1)O)CC(=O)OCC (ethyl 2-(ethoxycarbonyl)-2,3-dihydro-1-hydroxy-1H-pyrrolo[1,2-a]indole-2-acetate). Yield: 92.7%. Reaction SMILES: [CH2:1]([O:3][C:4]([C:6]1([CH2:19][C:20]([O:22][CH2:23][CH3:24])=[O:21])[CH2:17][N:9]2[C:10]3[CH:11]=[CH:12][CH:13]=[CH:14][C:15]=3[CH:16]=[C:8]2[C:7]1=[O:18])=[O:5])[CH3:2].C([O-])=O.[NH4+]>CO.[Pd]>[CH2:1]([O:3][C:4]([C:6]1([CH2:19][C:20]([O:22][CH2:23][CH3:24])=[O:21])[CH2:17][N:9]2[C:10]3[CH:11]=[CH:12][CH:13]=[CH:14][C:15]=3[CH:16]=[C:8]2[CH:7]1[OH:18])=[O:5])[CH3:2] |f:1.2|. Reported procedure: A solution of 17.7 g of ethyl 2-(ethoxy-carbonyl)-2,3-dihydro-1-oxo-1H-pyrrolo[1,2-a]indole-2-acetate in 200 ml of methanol was treated under a nitrogen atmosphere with 1.5 g of 10% palladium-on-charcoal and 10 g of ammonium formate. The mixture was heated at reflux for 1.5 hours, then cooled and filtered. The filtrate was concentrated and the residue was partitioned between ethyl acetate and water. The organic layer was washed with sodium chloride solution and dried. Evaporation of the solvent ... Starting materials: CCOC(=O)C(Cc1ccccc1)NC(=O)CNC(=O)OC(C)(C)C, ClCCl, O=C(O)C(F)(F)F. The product is O=C1CNC(=O)C(Cc2ccccc2)N1. RXN SMILES: [CH2:1]([O:2][C:3](=[O:4])[CH:5]([NH:6][C:7]([CH2:8][NH:9][C:10](=[O:11])[O:12][C:13]([CH3:14])([CH3:15])[CH3:16])=[O:17])[CH2:18][c:19]1[cH:20][cH:21][cH:22][cH:23][cH:24]1)[CH3:25].[Cl:33][CH2:34][Cl:35].[OH:26][C:27]([C:28]([F:29])([F:30])[F:31])=[O:32]>>[CH:5]1([CH2:18][c:19]2[cH:20][cH:21][cH:22][cH:23][cH:24]2)[NH:6][C:7](=[O:17])[CH2:8][NH:9][C:10]1=[O:11]. Yields the product C1(CCCCC1)CN1CC[C@@H]2C3=C(CC[C@H]12)C(=CC=C3)O (rac-cis-3-cyclohexylmethyl-2,3,3a,4,5,9b-hexahydro-1H-benzo[e]indol-6-ol). Procedure: 3.46 g (0.01155 mol) of rac-cis-3-cyclohexylmethyl-2,3,3a,4,5,9b-hexahydro-6-methoxy-1H-benzo[e]indole were dissolved in 0.13 l of 48% aqueous HBr and boiled under reflux for 5 hours. The mixture was poured into an ice-cold aqueous solution of 46.3 g (1.16 mol) of NaOH, whereupon, after the addition of solid NaHCO3, the mixture was extracted three times with CH2Cl2. The organic phase was washed with saturated aqueous NaHCO3 and NaCl solutions, dried with Na2SO4 and then filtered, whereupon the f... The yield is 102.5%. The reactants are C(=O)(O)[O-].[Na+] (NaHCO3), ice, [OH-].[Na+] (NaOH), C1(CCCCC1)CN1CC[C@@H]2C3=C(CC[C@H]12)C(=CC=C3)OC (rac-cis-3-cyclohexylmethyl-2,3,3a,4,5,9b-hexahydro-6-methoxy-1H-benzo[e]indole). RXN SMILES: [CH:1]1([CH2:7][N:8]2[C@@H:16]3[C@@H:11]([C:12]4[CH:20]=[CH:19][CH:18]=[C:17]([O:21]C)[C:13]=4[CH2:14][CH2:15]3)[CH2:10][CH2:9]2)[CH2:6][CH2:5][CH2:4][CH2:3][CH2:2]1.[OH-].[Na+].C([O-])(O)=O.[Na+]>Br>[CH:1]1([CH2:7][N:8]2[C@@H:16]3[C@@H:11]([C:12]4[CH:20]=[CH:19][CH:18]=[C:17]([OH:21])[C:13]=4[CH2:14][CH2:15]3)[CH2:10][CH2:9]2)[CH2:2][CH2:3][CH2:4][CH2:5][CH2:6]1 |f:1.2,3.4|. The solvent is Br (HBr). Reactants: ClC=1C=C(C=CC1F)N1N=CC(=C(C1=O)C1=CC=C(C=C1)F)C1=CC=C(C=C1)S(=O)(=O)C (2-(3-chloro-4-fluorophenyl)-4-(4-fluorophenyl)-5-[4-(methylsulfonyl)phenyl]-3(2H)-pyridazinone), N (NH3). Solvent: O (H2O). Product: ClC=1C=C(C=CC1F)N1N=CC(=C(C1=O)C1=CC=C(C=C1)F)C1=CC=C(C=C1)S(=O)(=O)N (2-(3-Chloro-4-fluorophenyl)-4-(4-fluorophenyl)-5-[4-(aminosulfonyl)phenyl]-3(2H)-pyridazinone). RXN SMILES: [Cl:1][C:2]1[CH:3]=[C:4]([N:9]2[C:14](=[O:15])[C:13]([C:16]3[CH:21]=[CH:20][C:19]([F:22])=[CH:18][CH:17]=3)=[C:12]([C:23]3[CH:28]=[CH:27][C:26]([S:29](C)(=[O:31])=[O:30])=[CH:25][CH:24]=3)[CH:11]=[N:10]2)[CH:5]=[CH:6][C:7]=1[F:8].[NH3:33]>O>[Cl:1][C:2]1[CH:3]=[C:4]([N:9]2[C:14](=[O:15])[C:13]([C:16]3[CH:21]=[CH:20][C:19]([F:22])=[CH:18][CH:17]=3)=[C:12]([C:23]3[CH:28]=[CH:27][C:26]([S:29]([NH2:33])(=[O:31])=[O:30])=[CH:25][CH:24]=3)[CH:11]=[N:10]2)[CH:5]=[CH:6][C:7]=1[F:8]. Reported procedure: The title compound was prepared according to the method of Example 384, substituting 2-(3-chloro-4-fluorophenyl)-4-(4-fluorophenyl)-5-[4-(methylsulfonyl)phenyl]-3(2H)-pyridazinone in place of 2-benzyl-4-(4-fluorophenyl)-5-[4-(methylsulfonyl)phenyl]-3(2H)-pyridazinone (yield: 380 mg, 47%). mp 208-210° C. 1H NMR (300 MHz, DMSO-d6) δ 7.15 (t, 2H), 7.27 (m, 2H), 7.43 (s, 1H), 7.45 (bs, 2H) 7.51 (d, J=9 Hz, 4H), 7.6 (t, 1H), 7.7 (m, 1H), 7.75 (d, J=9 Hz, 2H), 7.94 (dd, 1H), 8.25 (s, 1H). MS (DCI/NH3)... The reactants are aqueous solution, Cl (hydrochloric acid), FC(C(C(F)(F)F)(OCC1=CC=C(C=C1)OC)C=1C(=CC(=NC1)N1CCN(CC1)CCO)CCC)(F)F (2-(4-{5-[1,1,1,3,3,3-Hexafluoro-2-(4-methoxybenzyloxy)propan-2-yl]-4-propylpyridin-2-yl}piperazin-1-yl)ethanol), CC1(C(NC(N1)=O)=O)C1=CC=C(C=C1)OC(C)C (5-methyl-5-(4-(1-methylethoxy)phenyl)imidazolidine-2,4-dione), C1(=CC=CC=C1)P(C1=CC=CC=C1)C1=CC=CC=C1 (triphenylphosphine), CCOC(=O)/N=N/C(=O)OCC (DEAD). Solvent: O (water), CN(C=O)C (N,N-dimethylformamide). Reaction conditions: time 1 hour. The product is FC(C(C(F)(F)F)(OCC1=CC=C(C=C1)OC)C=1C(=CC(=NC1)N1CCN(CC1)CCN1C(NC(C1=O)(C)C1=CC=C(C=C1)OC(C)C)=O)CCC)(F)F (3-[2-(4-{5-[1,1,1,3,3,3-hexafluoro-2-(4-methoxybenzyloxy)propan-2-yl]-4-propylpyridin-2-yl}piperazin-1-yl)ethyl]-5-[4-(1-methylethoxy)phenyl]-5-methylimidazolidine-2,4-dione). Yield: 105.0%. As a reaction SMILES: [F:1][C:2]([F:37])([F:36])[C:3]([C:18]1[C:19]([CH2:33][CH2:34][CH3:35])=[CH:20][C:21]([N:24]2[CH2:29][CH2:28][N:27]([CH2:30][CH2:31]O)[CH2:26][CH2:25]2)=[N:22][CH:23]=1)([O:8][CH2:9][C:10]1[CH:15]=[CH:14][C:13]([O:16][CH3:17])=[CH:12][CH:11]=1)[C:4]([F:7])([F:6])[F:5].[CH3:38][C:39]1([C:46]2[CH:51]=[CH:50][C:49]([O:52][CH:53]([CH3:55])[CH3:54])=[CH:48][CH:47]=2)[NH:43][C:42](=[O:44])[NH:41][C:40]1=[O:45].C1(P(C2C=CC=CC=2)C2C=CC=CC=2)C=CC=CC=1.CCOC(/N=N/C(OCC)=O)=O.Cl>CN(C)C=O.O>[F:36][C:2]([F:1])([F:37])[C:3]([C:18]1[C:19]([CH2:33][CH2:34][CH3:35])=[CH:20][C:21]([N:24]2[CH2:29][CH2:28][N:27]([CH2:30][CH2:31][N:41]3[C:40](=[O:45])[C:39]([C:46]4[CH:51]=[CH:50][C:49]([O:52][CH:53]([CH3:55])[CH3:54])=[CH:48][CH:47]=4)([CH3:38])[NH:43][C:42]3=[O:44])[CH2:26][CH2:25]2)=[N:22][CH:23]=1)([O:8][CH2:9][C:10]1[CH:11]=[CH:12][C:13]([O:16][CH3:17])=[CH:14][CH:15]=1)[C:4]([F:7])([F:6])[F:5]. Procedure details: 2-(4-{5-[1,1,1,3,3,3-Hexafluoro-2-(4-methoxybenzyloxy)propan-2-yl]-4-propylpyridin-2-yl}piperazin-1-yl)ethanol (20 mg, 0.0373 mmol), 5-methyl-5-(4-(1-methylethoxy)phenyl)imidazolidine-2,4-dione (34.3 mg, 0.138 mmol) and triphenylphosphine (34.5 mg, 0.132 mmol) were dried with a vacuum pump, dissolved in N,N-dimethylformamide (3 mL), added DEAD (51 μL, 0.111 mmol) under ice-cold conditions, and the mixture was stirred at room temperature for 1 hour. Under ice-cold conditions, the reaction solutio...